This data is from the Open Reaction Database (ORD), a public repository of structured organic reaction records. The task is: describe an organic reaction: reactants, conditions, products, and yield Starting materials: O=C1CCC1, CC(C)(C)OC(=O)N1CCNCC1, [BH3-]C#N, CC(=O)O, CO, [Na+]. Product: CC(C)(C)OC(=O)N1CCN(C2CCC2)CC1. RXN SMILES: [C:14]1(=[O:18])[CH2:15][CH2:16][CH2:17]1.[C:1]([CH3:2])([CH3:3])([CH3:4])[O:5][C:6](=[O:7])[N:8]1[CH2:9][CH2:10][NH:11][CH2:12][CH2:13]1.[C:23]([BH3-:24])#[N:25].[CH3:19][C:20](=[O:21])[OH:22].[CH3:27][OH:28].[Na+:26]>>[C:1]([CH3:2])([CH3:3])([CH3:4])[O:5][C:6](=[O:7])[N:8]1[CH2:9][CH2:10][N:11]([CH:14]2[CH2:15][CH2:16][CH2:17]2)[CH2:12][CH2:13]1. Starting materials: OC1=CC(=CC2=C1OC1=C2CN(CC1)C(=O)OC(C)(C)C)S(=O)(=O)C1=CC=CC=C1 (tert-butyl 6-hydroxy-8-phenylsulfonyl-3,4-dihydrobenzofuro[3,2-c]pyridine-2(1H)-carboxylate), C([O-])([O-])=O.[K+].[K+] (potassium carbonate), COS(=O)(=O)OC (dimethylsulfate). The solvent is CC(=O)C (acetone). Product: COC1=CC(=CC2=C1OC1=C2CN(CC1)C(=O)OC(C)(C)C)S(=O)(=O)C1=CC=CC=C1 (tert-butyl 6-methoxy-8-phenylsulfonyl-3,4-dihydrobenzofuro[3,2-c]pyridine-2(1H)-carboxylate). Isolated yield 85.1%. Reaction SMILES: [OH:1][C:2]1[C:7]2[O:8][C:9]3[CH2:14][CH2:13][N:12]([C:15]([O:17][C:18]([CH3:21])([CH3:20])[CH3:19])=[O:16])[CH2:11][C:10]=3[C:6]=2[CH:5]=[C:4]([S:22]([C:25]2[CH:30]=[CH:29][CH:28]=[CH:27][CH:26]=2)(=[O:24])=[O:23])[CH:3]=1.[C:31](=O)([O-])[O-].[K+].[K+].COS(OC)(=O)=O>CC(C)=O>[CH3:31][O:1][C:2]1[C:7]2[O:8][C:9]3[CH2:14][CH2:13][N:12]([C:15]([O:17][C:18]([CH3:21])([CH3:19])[CH3:20])=[O:16])[CH2:11][C:10]=3[C:6]=2[CH:5]=[C:4]([S:22]([C:25]2[CH:30]=[CH:29][CH:28]=[CH:27][CH:26]=2)(=[O:23])=[O:24])[CH:3]=1 |f:1.2.3|. Reported procedure: To a solution of the product of step A (470 mg, 1.06 mmol) in acetone (45 mL) under a nitrogen atmosphere was added potassium carbonate (1.34 g, 9.7 mmol) and dimethylsulfate (0.22 mL, 2.11 mmol). The reaction mixture was refluxed for 2 h, cooled to ambient temperature and filtered. The filtrate was concentrated in vacuo and the residue purified by column chromatography (SiO2, 8:2, hexanes/ethyl acetate) to provide tert-butyl 6-methoxy-8-phenylsulfonyl-3,4-dihydrobenzofuro[3,2-c]pyridine-2(1H)-c...